Dataset: the Open Reaction Database (ORD), a public repository of structured organic reaction records. Task: describe an organic reaction: reactants, conditions, products, and yield Starting materials: C=1C=CC(=CC1)P(=O)(C=2C=CC=CC2)N=[N+]=[N-] (DPPA), pentapeptide, N([C@@H](C)C(=O)O)C(=O)OC(C)(C)C (Boc-Ala-OH), CCN(C(C)C)C(C)C (DIEA), ( d ), N[C@@H](CCC(N)=O)C(=O)N[C@@H](COCC1=CC=CC=C1)C(=O)NCC(=O)N[C@@H](CC(C)C)C(=O)NCC(=O)OC (H-Gln-Ser(Bzl)-Gly-Leu-Gly-OCH3), Cl (HCl). Run at temperature 0 celsius, time 15 minute. Product: N([C@@H](C)C(=O)N[C@@H](CCC(N)=O)C(=O)N[C@@H](COCC1=CC=CC=C1)C(=O)NCC(=O)N[C@@H](CC(C)C)C(=O)NCC(=O)OC)C(=O)OC(C)(C)C (Boc-Ala-Gln-Ser(Bzl)-Gly-Leu-Gly-OCH3). Isolated yield 99.1%. RXN SMILES: C1C=CC(P(N=[N+]=[N-])(C2C=CC=CC=2)=O)=CC=1.[NH:18]([C:24]([O:26][C:27]([CH3:30])([CH3:29])[CH3:28])=[O:25])[C@H:19]([C:21]([OH:23])=O)[CH3:20].CCN(C(C)C)C(C)C.Cl.[NH2:41][C@H:42]([C:48]([NH:50][C@H:51]([C:61]([NH:63][CH2:64][C:65]([NH:67][C@H:68]([C:73]([NH:75][CH2:76][C:77]([O:79][CH3:80])=[O:78])=[O:74])[CH2:69][CH:70]([CH3:72])[CH3:71])=[O:66])=[O:62])[CH2:52][O:53][CH2:54][C:55]1[CH:60]=[CH:59][CH:58]=[CH:57][CH:56]=1)=[O:49])[CH2:43][CH2:44][C:45](=[O:47])[NH2:46]>>[NH:18]([C:24]([O:26][C:27]([CH3:30])([CH3:29])[CH3:28])=[O:25])[C@H:19]([C:21]([NH:41][C@H:42]([C:48]([NH:50][C@H:51]([C:61]([NH:63][CH2:64][C:65]([NH:67][C@H:68]([C:73]([NH:75][CH2:76][C:77]([O:79][CH3:80])=[O:78])=[O:74])[CH2:69][CH:70]([CH3:71])[CH3:72])=[O:66])=[O:62])[CH2:52][O:53][CH2:54][C:55]1[CH:60]=[CH:59][CH:58]=[CH:57][CH:56]=1)=[O:49])[CH2:43][CH2:44][C:45](=[O:47])[NH2:46])=[O:23])[CH3:20]. Procedure: The title compound of this example: DPPA (12.38 g, 45 mmol) was added to a cooled solution (0° C.) of Boc-Ala-OH (3.2 g, 45 mmol) and DIEA (7.8 mL, 45 mmol). The mixture was stirred at 0° C. for 15 min. The pentapeptide from paragraph (d), HCl.H-Gln-Ser(Bzl)-Gly-Leu-Gly-OCH3 (9.0 g, 15 mmol), was added to the mixture. The mixture was stirred for 18 h while the temperature of the mixture gradually came to room temperature. The mixture was concentrated to dryness. The resultant solid was triturate... Starting materials: COc1cccc(C(O)c2cccc(F)c2)c1, O=C(OC1CN2CCC1CC2)n1ccnc1. Product: COc1cccc(C(OC(=O)OC2CN3CCC2CC3)c2cccc(F)c2)c1. RXN SMILES: [F:17][c:18]1[cH:19][c:20]([CH:24]([OH:25])[c:26]2[cH:27][c:28]([O:32][CH3:33])[cH:29][cH:30][cH:31]2)[cH:21][cH:22][cH:23]1.[N:1]12[CH2:2][CH:3]([O:9][C:10](=[O:11])[n:12]3[cH:13][cH:14][n:15][cH:16]3)[CH:4]([CH2:5][CH2:6]1)[CH2:7][CH2:8]2>>[N:1]12[CH2:2][CH:3]([O:9][C:10](=[O:11])[O:25][CH:24]([c:20]3[cH:19][c:18]([F:17])[cH:23][cH:22][cH:21]3)[c:26]3[cH:27][c:28]([O:32][CH3:33])[cH:29][cH:30][cH:31]3)[CH:4]([CH2:5][CH2:6]1)[CH2:7][CH2:8]2.